From a dataset of the Open Reaction Database (ORD), a public repository of structured organic reaction records. describe an organic reaction: reactants, conditions, products, and yield The reactants are COc1ccc2c(c1)C(=O)OC2Br, CCOCC, CC#N, c1ccc(P(c2ccccc2)c2ccccc2)cc1. The product is [Br-], COc1ccc2c(c1)C(=O)OC2[P+](c1ccccc1)(c1ccccc1)c1ccccc1. Reaction SMILES: [Br:1][CH:2]1[O:3][C:4](=[O:13])[c:5]2[cH:6][c:7]([O:11][CH3:12])[cH:8][cH:9][c:10]21.[CH2:33]([O:34][CH2:35][CH3:36])[CH3:37].[CH3:38][C:39]#[N:40].[c:14]1([P:20]([c:21]2[cH:22][cH:23][cH:24][cH:25][cH:26]2)[c:27]2[cH:28][cH:29][cH:30][cH:31][cH:32]2)[cH:15][cH:16][cH:17][cH:18][cH:19]1>>[Br-:1].[CH:2]1([P+:20]([c:14]2[cH:15][cH:16][cH:17][cH:18][cH:19]2)([c:21]2[cH:22][cH:23][cH:24][cH:25][cH:26]2)[c:27]2[cH:28][cH:29][cH:30][cH:31][cH:32]2)[O:3][C:4](=[O:13])[c:5]2[cH:6][c:7]([O:11][CH3:12])[cH:8][cH:9][c:10]21. Reactants: BrC=1SC(=C(N1)C1=C(C=CC(=C1)Cl)O)NC(=O)C=1C=NN2C1N=CC=C2 (pyrazolo[1,5-a]pyrimidine-3-carboxylic acid [2-bromo-4-(5-chloro-2-hydroxy-phenyl)-thiazol-5-yl]-amide), C([O-])([O-])=O.[Cs+].[Cs+] (cesium carbonate), C([O-])([O-])=O.[Cs+].[Cs+] (cesium carbonate), ClC(C(=O)[O-])(F)F.[Na+] (sodium chlorodifluoroacetate), ClC(C(=O)[O-])(F)F.[Na+] (sodium chlorodifluoroacetate). Solvent: CN(C)C=O (DMF), O (water). Run at time 6 hour. Yields the product BrC=1SC(=C(N1)C1=C(C=CC(=C1)Cl)OC(F)F)NC(=O)C=1C=NN2C1N=CC=C2 (Pyrazolo[1,5-a]pyrimidine-3-carboxylic acid [2-bromo-4-(5-chloro-2-difluoromethoxy-phenyl)-thiazol-5-yl]-amide). The yield is 59.1%. Reaction SMILES: [Br:1][C:2]1[S:3][C:4]([NH:15][C:16]([C:18]2[CH:19]=[N:20][N:21]3[CH:26]=[CH:25][CH:24]=[N:23][C:22]=23)=[O:17])=[C:5]([C:7]2[CH:12]=[C:11]([Cl:13])[CH:10]=[CH:9][C:8]=2[OH:14])[N:6]=1.C(=O)([O-])[O-].[Cs+].[Cs+].Cl[C:34]([F:39])([F:38])C([O-])=O.[Na+]>CN(C=O)C.O>[Br:1][C:2]1[S:3][C:4]([NH:15][C:16]([C:18]2[CH:19]=[N:20][N:21]3[CH:26]=[CH:25][CH:24]=[N:23][C:22]=23)=[O:17])=[C:5]([C:7]2[CH:12]=[C:11]([Cl:13])[CH:10]=[CH:9][C:8]=2[O:14][CH:34]([F:39])[F:38])[N:6]=1 |f:1.2.3,4.5|. Procedure: To a solution of pyrazolo[1,5-a]pyrimidine-3-carboxylic acid [2-bromo-4-(5-chloro-2-hydroxy-phenyl)-thiazol-5-yl]-amide (1.1 g, 2.4 mmol) in DMF (20 mL) and water (2 mL) was added cesium carbonate (1.1 g, 3.4 mmol) and then sodium chlorodifluoroacetate (839 mg, 5.5 mmol). The mixture was stirred at 100° C. for 16 hours before further cesium carbonate (2.2 g, 6.8 mmol) and sodium chlorodifluoroacetate (1.7 g, 11 mmol) was added and stirring continued at 100° C. for 6 hours. The mixture was allowe... Starting materials: C(C)(C)[Si](OC=1C=C(C2=CC=CC=C2C1)Br)(C(C)C)C(C)C (3-triisopropylsilyoxy-1-bromonaphthalene), C(CCCC)C1=CC=C(C=C1)C#C ((4-pentylphenyl)acetylene), C1=CC=C(C=C1)P(C2=CC=CC=C2)C3=CC=CC=C3 (PPh3). The reagents and catalysts are Cl[Pd]([P](C1=CC=CC=C1)(C2=CC=CC=C2)C3=CC=CC=C3)([P](C4=CC=CC=C4)(C5=CC=CC=C5)C6=CC=CC=C6)Cl (Pd(PPh3)2Cl2), [Cu]I (CuI). Run in CCN(CC)CC (Et3N), CCOCC (Et2O). Product: C(CCCC)C1=CC=C(C=C1)C#CC1=CC(=CC2=CC=CC=C12)O[Si](C(C)C)(C(C)C)C(C)C (1-(4-Pentylphenyl)ethynyl-3-triisopropylsiloxynaphthalene). Isolated yield 33.1%. As a reaction SMILES: [CH:1]([Si:4]([CH:20]([CH3:22])[CH3:21])([CH:17]([CH3:19])[CH3:18])[O:5][C:6]1[CH:7]=[C:8](Br)[C:9]2[C:14]([CH:15]=1)=[CH:13][CH:12]=[CH:11][CH:10]=2)([CH3:3])[CH3:2].[CH2:23]([C:28]1[CH:33]=[CH:32][C:31]([C:34]#[CH:35])=[CH:30][CH:29]=1)[CH2:24][CH2:25][CH2:26][CH3:27].C1C=CC(P(C2C=CC=CC=2)C2C=CC=CC=2)=CC=1>CCN(CC)CC.CCOCC.Cl[Pd](Cl)([P](C1C=CC=CC=1)(C1C=CC=CC=1)C1C=CC=CC=1)[P](C1C=CC=CC=1)(C1C=CC=CC=1)C1C=CC=CC=1.[Cu]I>[CH2:23]([C:28]1[CH:29]=[CH:30][C:31]([C:34]#[C:35][C:8]2[C:9]3[C:14](=[CH:13][CH:12]=[CH:11][CH:10]=3)[CH:15]=[C:6]([O:5][Si:4]([CH:20]([CH3:22])[CH3:21])([CH:17]([CH3:19])[CH3:18])[CH:1]([CH3:3])[CH3:2])[CH:7]=2)=[CH:32][CH:33]=1)[CH2:24][CH2:25][CH2:26][CH3:27] |^1:69,88|. Procedure details: A solution of 3-triisopropylsilyoxy-1-bromonaphthalene (2.32 g, 6.1 mmol), (4-pentylphenyl)acetylene (1.58 g, 9.2 mmol), Pd(PPh3)2Cl2 (129 mg, 3 mol %), PPh3 (240 mg, 15 mol %) and CuI (88 mg, 7.5 mol %) in Et3N (20 mL) under N2 was heated at reflux for 4 h. The resulting mixture was cooled, diluted with Et2O, filtered and the solvent removed under reduced pressure. The residue was chromatographed on silica using hexanes as eluent. The solvent was removed under reduced pressure to give the title... Starting materials: CC1=NC=NC=C1 (4-methylpyrimidine), O (Water), [H-].[Na+] (NaH), FC1=CC=C(C(=O)OCC)C=C1 (ethyl 4-fluorobenzoate). The solvent is CN(C)C=O (DMF), CCCCCC.CCOC(=O)C (hexane EtOAc). Reaction conditions: temperature 0 celsius, time 8 hour. The product is FC1=CC=C(C=C1)C(CC1=NC=NC=C1)=O (1-(4-Fluorophenyl)-2-pyrimidin-4-ylethanone). Isolated yield 47.8%. As a reaction SMILES: [H-].[Na+].[CH3:3][C:4]1[CH:9]=[CH:8][N:7]=[CH:6][N:5]=1.[F:10][C:11]1[CH:21]=[CH:20][C:14]([C:15](OCC)=[O:16])=[CH:13][CH:12]=1.O>CN(C=O)C.CCCCCC.CCOC(C)=O>[F:10][C:11]1[CH:21]=[CH:20][C:14]([C:15](=[O:16])[CH2:3][C:4]2[CH:9]=[CH:8][N:7]=[CH:6][N:5]=2)=[CH:13][CH:12]=1 |f:0.1,6.7|. Procedure details: To a suspension of NaH (2.26 g 50%, 47.7 mmol) in DMF (92 mL) under argon atmosphere and cooled to 0° C., 4-methylpyrimidine (3.00 g, 31.9 mmol) was added slowly. Then, ethyl 4-fluorobenzoate (6.40 g, 38.2 mmol) was added and it was stirred at room temperature overnight. Water was added and the solvent was evaporated. The residue was taken up in a mixture of EtOAc and brine. The phases were separated and the aqueous phase was reextracted with EtOAc. The combined organic phases were dried over Na... Starting materials: C1CCOC1, CC(C)[N-]C(C)C, CC(C)NC(C)C, Cn1cc(C(=O)NCc2ccc(Cl)cc2)c(=O)c2scc(COCC[Si](C)(C)C)c21, [Li+], [Li]CCCC, CN(C)C=O. The product is Cn1cc(C(=O)NCc2ccc(Cl)cc2)c(=O)c2sc(C=O)c(COCC[Si](C)(C)C)c21. Reaction SMILES: [CH2:51]1[CH2:53][CH2:52][CH2:54][O:55]1.[CH3:32][CH:33]([N-:34][CH:35]([CH3:36])[CH3:37])[CH3:38].[CH:39]([NH:40][CH:41]([CH3:42])[CH3:43])([CH3:44])[CH3:45].[Cl:1][c:2]1[cH:3][cH:4][c:5]([CH2:6][NH:7][C:8](=[O:9])[c:10]2[c:11](=[O:28])[c:12]3[c:13]([n:14]([CH3:16])[cH:15]2)[c:17]([CH2:20][O:21][CH2:22][CH2:23][Si:24]([CH3:25])([CH3:26])[CH3:27])[cH:18][s:19]3)[cH:29][cH:30]1.[Li+:31].[Li:46][CH2:47][CH2:48][CH2:49][CH3:50].[O:56]=[CH:57][N:58]([CH3:59])[CH3:60]>>[Cl:1][c:2]1[cH:3][cH:4][c:5]([CH2:6][NH:7][C:8](=[O:9])[c:10]2[c:11](=[O:28])[c:12]3[c:13]([n:14]([CH3:16])[cH:15]2)[c:17]([CH2:20][O:21][CH2:22][CH2:23][Si:24]([CH3:25])([CH3:26])[CH3:27])[c:18]([CH:54]=[O:55])[s:19]3)[cH:29][cH:30]1. RXN SMILES: [CH:1]1([CH2:4][O:5][C:6]2[CH:11]=[CH:10][C:9]([CH3:12])=[CH:8][C:7]=2[C:13]2[C:14]3[N:21]([CH2:22][O:23][CH2:24][CH2:25][Si:26]([CH3:29])([CH3:28])[CH3:27])[C:20]([CH3:30])=[C:19]([C:31](O)=[O:32])[C:15]=3[N:16]=[CH:17][N:18]=2)[CH2:3][CH2:2]1.[NH2:34][CH:35]1[CH2:40][CH2:39][N:38]([C:41]([O:43][C:44]([CH3:47])([CH3:46])[CH3:45])=[O:42])[CH2:37][CH2:36]1>>[CH:1]1([CH2:4][O:5][C:6]2[CH:11]=[CH:10][C:9]([CH3:12])=[CH:8][C:7]=2[C:13]2[C:14]3[N:21]([CH2:22][O:23][CH2:24][CH2:25][Si:26]([CH3:29])([CH3:28])[CH3:27])[C:20]([CH3:30])=[C:19]([C:31]([NH:34][CH:35]4[CH2:36][CH2:37][N:38]([C:41]([O:43][C:44]([CH3:47])([CH3:46])[CH3:45])=[O:42])[CH2:39][CH2:40]4)=[O:32])[C:15]=3[N:16]=[CH:17][N:18]=2)[CH2:2][CH2:3]1. Procedure: Starting from 4-[2-(cyclopropylmethoxy)-5-methylphenyl]-6-methyl-5-{[2-(trimethylsilyl)ethoxy]methyl}-5H-pyrrolo[3,2-d]pyrimidine-7-carboxylic acid (example D.c7) and commercially available tert-butyl 4-amino-piperidine-1-carboxylate the title compound is obtained as pale yellow viscous oil. Reactants: C1(CC1)COC1=C(C=C(C=C1)C)C=1C2=C(N=CN1)C(=C(N2COCC[Si](C)(C)C)C)C(=O)O (4-[2-(cyclopropylmethoxy)-5-methylphenyl]-6-methyl-5-{[2-(trimethylsilyl)ethoxy]methyl}-5H-pyrrolo[3,2-d]pyrimidine-7-carboxylic acid), NC1CCN(CC1)C(=O)OC(C)(C)C (tert-butyl 4-amino-piperidine-1-carboxylate). Yields the product C1(CC1)COC1=C(C=C(C=C1)C)C=1C2=C(N=CN1)C(=C(N2COCC[Si](C)(C)C)C)C(=O)NC2CCN(CC2)C(=O)OC(C)(C)C (Tert-butyl 4-{[(4-[2-(cyclopropylmethoxy)-5-methylphenyl]-6-methyl-5-{[2-(trimethylsilyl)ethoxy]methyl}-5H-pyrrolo[3,2-d]pyrimidin-7-yl)carbonyl]amino}piperidine-1-carboxylate). The product is NC1=CC=C(C(=O)NC2=C(C=CC(=C2)C=2SC=CC2)N(C(OC(C)(C)C)=O)CC(=O)NC)C=C1 (tert-butyl [2-[(4-aminobenzoyl)amino]-4-(2-thienyl)phenyl][2-(methylamino)-2-oxoethyl]carbamate). The solvent is CC#N (CH3CN), CCOC(=O)C (EtOAc). Procedure details: To a solution of tert-butyl [2-[(4-aminobenzoyl)amino]-4-(2-thienyl)phenyl]carbamate (mg, mmol) in CH3CN was added K2CO3 and 2-chloro-N-methylacetamide. The reaction was allowed to stir at reflux overnight. The crude reaction mixture was diluted with EtOAc (20 mL) and then washed with sat.'d aq. NaHCO3 (1×10 mL). The organic layer was dried over MgSO4, filtered, concentrated in vacuo. The crude residue was purified by reverse-phase chromatography (10-100% MeCN/H2O with 0.05% TFA). The appropriat... As a reaction SMILES: [NH2:1][C:2]1[CH:29]=[CH:28][C:5]([C:6]([NH:8][C:9]2[CH:14]=[C:13]([C:15]3[S:16][CH:17]=[CH:18][CH:19]=3)[CH:12]=[CH:11][C:10]=2[NH:20][C:21](=[O:27])[O:22][C:23]([CH3:26])([CH3:25])[CH3:24])=[O:7])=[CH:4][CH:3]=1.C([O-])([O-])=O.[K+].[K+].Cl[CH2:37][C:38]([NH:40][CH3:41])=[O:39]>CC#N.CCOC(C)=O>[NH2:1][C:2]1[CH:29]=[CH:28][C:5]([C:6]([NH:8][C:9]2[CH:14]=[C:13]([C:15]3[S:16][CH:17]=[CH:18][CH:19]=3)[CH:12]=[CH:11][C:10]=2[N:20]([CH2:37][C:38]([NH:40][CH3:41])=[O:39])[C:21](=[O:27])[O:22][C:23]([CH3:26])([CH3:24])[CH3:25])=[O:7])=[CH:4][CH:3]=1 |f:1.2.3|. Starting materials: NC1=CC=C(C(=O)NC2=C(C=CC(=C2)C=2SC=CC2)NC(OC(C)(C)C)=O)C=C1 (tert-butyl [2-[(4-aminobenzoyl)amino]-4-(2-thienyl)phenyl]carbamate), C(=O)([O-])[O-].[K+].[K+] (K2CO3), ClCC(=O)NC (2-chloro-N-methylacetamide). Starting materials: ClCCl, CCN(C(C)C)C(C)C, CC(=O)SC1COC(COS(=O)(=O)C(F)(F)F)C1, Fc1ccc(S)cc1. Product: CC(=O)SC1COC(CSc2ccc(F)cc2)C1. Reaction SMILES: [CH2:36]([Cl:37])[Cl:38].[CH:19]([N:20]([CH2:21][CH3:22])[CH:23]([CH3:24])[CH3:25])([CH3:26])[CH3:27].[F:1][C:2]([F:3])([F:4])[S:5]([O:6][CH2:7][CH:8]1[CH2:9][CH:10]([S:13][C:14]([CH3:15])=[O:16])[CH2:11][O:12]1)(=[O:17])=[O:18].[F:28][c:29]1[cH:30][cH:31][c:32]([SH:35])[cH:33][cH:34]1>>[CH2:7]([CH:8]1[CH2:9][CH:10]([S:13][C:14]([CH3:15])=[O:16])[CH2:11][O:12]1)[S:35][c:32]1[cH:31][cH:30][c:29]([F:28])[cH:34][cH:33]1.